This data is from the Open Reaction Database (ORD), a public repository of structured organic reaction records. The task is: describe an organic reaction: reactants, conditions, products, and yield Reactants: O (water), N1C=NC=C1 (imidazole), C([O-])([O-])=O.[K+].[K+] (potassium carbonate), ClCC1=CC=C(C=C1)NC(\C=C\C1=CC(=CC=C1)C1=CC=C(C=C1)C)=O ((E)-N-[4-(chloromethyl)-phenyl]-3-(4-methylphenyl)cinnamamide). Solvent: CN(C)C=O (DMF). Reaction conditions: time 18 hour. The product is N1(C=NC=C1)CC1=CC=C(C=C1)NC(\C=C\C1=CC(=CC=C1)C1=CC=C(C=C1)C)=O ((E)-N-[4-[(imidazol-1-yl)methyl]phenyl]-3-(4-methylphenyl)-cinnamamide). The yield is 41.4%. RXN SMILES: Cl[CH2:2][C:3]1[CH:8]=[CH:7][C:6]([NH:9][C:10](=[O:26])/[CH:11]=[CH:12]/[C:13]2[CH:18]=[CH:17][CH:16]=[C:15]([C:19]3[CH:24]=[CH:23][C:22]([CH3:25])=[CH:21][CH:20]=3)[CH:14]=2)=[CH:5][CH:4]=1.[NH:27]1[CH:31]=[CH:30][N:29]=[CH:28]1.C(=O)([O-])[O-].[K+].[K+].O>CN(C=O)C>[N:27]1([CH2:2][C:3]2[CH:8]=[CH:7][C:6]([NH:9][C:10](=[O:26])/[CH:11]=[CH:12]/[C:13]3[CH:18]=[CH:17][CH:16]=[C:15]([C:19]4[CH:24]=[CH:23][C:22]([CH3:25])=[CH:21][CH:20]=4)[CH:14]=3)=[CH:5][CH:4]=2)[CH:31]=[CH:30][N:29]=[CH:28]1 |f:2.3.4|. Procedure details: In DMF (3ml) was dissolved (E)-N-[4-(chloromethyl)-phenyl]-3-(4-methylphenyl)cinnamamide (200mg), and to the solution were added imidazole (49mg) and potassium carbonate (382mg). The mixture was stirred at room temperature for 18 hours, and to the mixture was added water. The mixture was extracted with ethyl acetate. The organic layer was washed with saturated sodium chloride solution, dried with anhydrous sodium sulfate, and concentrated under reduced pressure. The residue was recrystallized fr... Reactants: C1CCOC1, ClCCl, Cl, [Li+], [OH-], O, COC(=O)c1cccc(-c2cnc(C(=O)CCc3ccc(-c4ccc(CN5CCSCC5)cc4)cc3)o2)n1. Product: O=C(O)c1cccc(-c2cnc(C(=O)CCc3ccc(-c4ccc(CN5CCSCC5)cc4)cc3)o2)n1. As a reaction SMILES: [CH2:42]1[O:43][CH2:44][CH2:45][CH2:46]1.[Cl:48][CH2:49][Cl:50].[ClH:41].[Li+:40].[OH-:39].[OH2:47].[S:1]1[CH2:2][CH2:3][N:4]([CH2:7][c:8]2[cH:9][cH:10][c:11](-[c:14]3[cH:15][cH:16][c:17]([CH2:20][CH2:21][C:22](=[O:23])[c:24]4[o:25][c:26](-[c:29]5[cH:30][cH:31][cH:32][c:33]([C:35](=[O:36])[O:37][CH3:38])[n:34]5)[cH:27][n:28]4)[cH:18][cH:19]3)[cH:12][cH:13]2)[CH2:5][CH2:6]1>>[S:1]1[CH2:2][CH2:3][N:4]([CH2:7][c:8]2[cH:9][cH:10][c:11](-[c:14]3[cH:15][cH:16][c:17]([CH2:20][CH2:21][C:22](=[O:23])[c:24]4[o:25][c:26](-[c:29]5[cH:30][cH:31][cH:32][c:33]([C:35](=[O:36])[OH:37])[n:34]5)[cH:27][n:28]4)[cH:18][cH:19]3)[cH:12][cH:13]2)[CH2:5][CH2:6]1.